Dataset: the Open Reaction Database (ORD), a public repository of structured organic reaction records. Task: describe an organic reaction: reactants, conditions, products, and yield Isolated yield 37.0%. The reagents and catalysts are C=1C=CC(=CC1)[P](C=2C=CC=CC2)(C=3C=CC=CC3)[Pd]([P](C=4C=CC=CC4)(C=5C=CC=CC5)C=6C=CC=CC6)([P](C=7C=CC=CC7)(C=8C=CC=CC8)C=9C=CC=CC9)[P](C=1C=CC=CC1)(C=1C=CC=CC1)C=1C=CC=CC1 (tetrakis(triphenylphosphine)palladium(0)). Starting materials: BrC1=C(C=CC=C1)C (1-bromo-2-methylbenzene), Intermediate 37, FC1=C(C(=CC=C1)OC)B(O)O ((2-fluoro-6-methyoxyphenyl)boronic acid), C([O-])([O-])=O.[Na+].[Na+] (sodium carbonate). Reaction SMILES: Br[C:2]1[CH:7]=[CH:6][CH:5]=[CH:4][C:3]=1[CH3:8].[F:9][C:10]1[CH:15]=[CH:14][CH:13]=[C:12]([O:16][CH3:17])[C:11]=1B(O)O.C(=O)([O-])[O-].[Na+].[Na+]>C1C=CC([P]([Pd]([P](C2C=CC=CC=2)(C2C=CC=CC=2)C2C=CC=CC=2)([P](C2C=CC=CC=2)(C2C=CC=CC=2)C2C=CC=CC=2)[P](C2C=CC=CC=2)(C2C=CC=CC=2)C2C=CC=CC=2)(C2C=CC=CC=2)C2C=CC=CC=2)=CC=1>[CH3:17][O:16][C:12]1[C:11]([C:2]2[CH:7]=[CH:6][CH:5]=[CH:4][C:3]=2[CH3:8])=[C:10]([F:9])[CH:15]=[CH:14][CH:13]=1 |f:2.3.4,^1:30,32,51,70|. The product is COC=1C(=C(C=CC1)F)C1=C(C=CC=C1)C (6-fluoro-2′-methylbiphenyl-2-yl methyl ether). Procedure details: Treatment of 1-bromo-2-methylbenzene (10.06 g, 58.84 mmol) with (2-fluoro-6-methyoxyphenyl)boronic acid (5.0 g, 29.42 mol tetrakis(triphenylphosphine)palladium(0) (2.5 g, 2.16 mmol), and sodium carbonate (6.2 g, 58.84 mmol) generally according to the procedure described for Intermediate 37 provided 2.35 g (37%) of 6-fluoro-2′-methylbiphenyl-2-yl methyl ether. A solution of 6-fluoro-2′-methylbiphenyl-2-yl methyl ether (2.35 g, 10.86 mmol) in hydrogen bromide (40 mL, 30 wt. % in acetic acid) was h... Yield: 99.9%. Reaction SMILES: Br[C:2]1[CH:7]=[CH:6][CH:5]=[C:4]([O:8][CH:9]([CH3:11])[CH3:10])[CH:3]=1.[Li]CCCC.CN([CH:20]=[O:21])C>C1COCC1.CCCCCC>[CH:9]([O:8][C:4]1[CH:3]=[C:2]([CH:7]=[CH:6][CH:5]=1)[CH:20]=[O:21])([CH3:11])[CH3:10]. Procedure: A solution of 1-bromo-3-iso-propyloxybenzene (2.16 g, 10 mmol) in dry THF (30 mL) was cooled to −78° C. and n-BuLi (4.8 mL of a 2.5 m solution in hexane, 12 mmol) was added. The resulting solution was stirred 0.5 hours and DMF (7.3 g, 10 mmol) was added at −78° C. The reaction solution was partitioned between ethyl acetate and water. The organic layer was washed with brine, dried (Na2SO4), filtered and concentrated under vacuum. Purification on silica gel with 25% ethyl acetate/hexane afforded t... Reactants: [Li]CCCC (n-BuLi), BrC1=CC(=CC=C1)OC(C)C (1-bromo-3-iso-propyloxybenzene), CN(C)C=O (DMF). Product: C(C)(C)OC=1C=C(C=O)C=CC1 (3-iso-propyloxybenzaldehyde). Reaction conditions: time 0.5 hour. Solvent: CCCCCC (hexane), C1CCOC1 (THF).